From a dataset of the Open Reaction Database (ORD), a public repository of structured organic reaction records. describe an organic reaction: reactants, conditions, products, and yield Reactants: C(C)#N.C[NH+](C)C (Trimethylammonium acetonitrile), S(=O)(=O)(OCCCCCCCCCCCC)[O-].[Na+] (sodium dodecyl sulphate). Run in CO (Methanol). Product: S(=O)(=O)(OCCCCCCCCCCCC)[O-].C(C)#N.C[NH+](C)C (Trimethylammonium acetonitrile dodecyl sulphate). Yield: 124.8%. As a reaction SMILES: [C:1](#[N:3])[CH3:2].[CH3:4][NH+:5]([CH3:7])[CH3:6].[S:8]([O-:24])([O:11][CH2:12][CH2:13][CH2:14][CH2:15][CH2:16][CH2:17][CH2:18][CH2:19][CH2:20][CH2:21][CH2:22][CH3:23])(=[O:10])=[O:9].[Na+]>CO>[S:8]([O-:24])([O:11][CH2:12][CH2:13][CH2:14][CH2:15][CH2:16][CH2:17][CH2:18][CH2:19][CH2:20][CH2:21][CH2:22][CH3:23])(=[O:9])=[O:10].[C:1](#[N:3])[CH3:2].[CH3:4][NH+:5]([CH3:7])[CH3:6] |f:0.1,2.3,5.6.7|. Procedure: Trimethylammonium acetonitrile (1.0 g, 0.007435 mole) and sodium dodecyl sulphate (2.14 g, 0.007435 mole) were weighed into a 250 ml rotary evaporator flask. Methanol (100 ml) was added and the mixture heated until a clear solution was obtained. The methanol was evaporated off and IPA (150 ml) was added, and the mixture warmed. A granular precipitate of sodium chloride separated out and was filtered off. The amount obtained was less than the theoretical amount. The IPA-soluble fraction was evapo... Starting materials: [N+](=O)([O-])C1=CC=C(C(C=O)=C1)O (5-nitrosalicylaldehyde), ClCOC (chloromethyl-methyl ether). Product: ClCC=1C=C(C(C=O)=CC1[N+](=O)[O-])O (4-chloromethyl-5-nitro-salicylaldehyde). As a reaction SMILES: [N+:1]([C:4]1[CH:11]=[C:8]([CH:9]=[O:10])[C:7]([OH:12])=[CH:6][CH:5]=1)([O-:3])=[O:2].[Cl:13][CH2:14]OC>>[Cl:13][CH2:14][C:5]1[CH:6]=[C:7]([OH:12])[C:8](=[CH:11][C:4]=1[N+:1]([O-:3])=[O:2])[CH:9]=[O:10]. Procedure details: 5-nitrosalicylaldehyde was obtained upon reaction of salicylaldehyde with nitric acid according to the method described by G. Miller in Chem. Ber., 20, 1928 (1888). This 5-nitrosalicylaldehyde was made to react with chloromethyl-methyl ether according to D. Taylor and B. Davis, J. Org. Chem., 28, 1713 (1963) to form 4-chloromethyl-5-nitro-salicylaldehyde, which was converted into the 4-hydroxymethyl derivative by refluxing the chloromethyl derivative for 3 hours in water. The 4-hydroxymethyl-5-n... The reactants are C(C)(C)(C)OC(=O)N1CCC2=C(N(N=C2CC1C)C(C)C)OS(=O)(=O)C(F)(F)F (2-isopropyl-7-methyl-3-trifluoromethanesulfonyloxy-4,5,7,8-tetrahydro-2H-1,2,6-triaza-azulene-6-carboxylic acid tert-butyl ester), FC1=CC=C(C=C1)B(O)O (4-fluorophenylboronic acid), FC1=CC=C(C=C1)C=1N(N=C2CCNC(CC12)C)C(C)C (3-(4-fluoro-phenyl)-2-isopropyl-5-methyl-2,4,5,6,7,8-hexahydro-1,2,6-triaza-azulene). Yields the product FC1=CC=C(C=C1)C=1N(N=C2CC(NCCC12)C)C(C)C (3-(4-Fluoro-phenyl)-2-isopropyl-7-methyl-2,4,5,6,7,8-hexahydro-1,2,6-triaza-azulene). RXN SMILES: C(OC([N:8]1[CH:17]([CH3:18])[CH2:16][C:15]2[C:11](=[C:12](OS(C(F)(F)F)(=O)=O)[N:13]([CH:19]([CH3:21])[CH3:20])[N:14]=2)[CH2:10][CH2:9]1)=O)(C)(C)C.[F:30][C:31]1[CH:36]=[CH:35][C:34](B(O)O)=[CH:33][CH:32]=1.FC1C=CC(C2N(C(C)C)N=C3C=2CC(C)NCC3)=CC=1>>[F:30][C:31]1[CH:36]=[CH:35][C:34]([C:12]2[N:13]([CH:19]([CH3:20])[CH3:21])[N:14]=[C:15]3[C:11]=2[CH2:10][CH2:9][NH:8][CH:17]([CH3:18])[CH2:16]3)=[CH:33][CH:32]=1. Procedure: The title compound (127 mg) was prepared as in Example 311 using 260 mg of 2-isopropyl-7-methyl-3-trifluoromethanesulfonyloxy-4,5,7,8-tetrahydro-2H-1,2,6-triaza-azulene-6-carboxylic acid tert-butyl ester and 115 of 4-fluorophenylboronic acid. The reaction sequence also yielded 3-(4-fluoro-phenyl)-2-isopropyl-5-methyl-2,4,5,6,7,8-hexahydro-1,2,6-triaza-azulene. MS (ESI): exact mass calculated for C17H22FN3, 287.18. found, m/z 288.5 [M+H]+. 1H NMR (600 MHz, CD3OD): 7.39-7.37 (m, 2H), 7.32-7.28 (m,... The reactants are O=C([O-])[O-], COC(=O)c1cscc1NC(=O)CCCl, CCOC(C)=O, CN(C)C=O, [K+], [K+], Oc1ccc(I)cc1. Yields the product COC(=O)c1cscc1NC(=O)COc1ccc(I)cc1. Reaction SMILES: [C:16](=[O:17])([O-:18])[O-:19].[CH3:1][O:2][C:3](=[O:4])[c:5]1[cH:6][s:7][cH:8][c:9]1[NH:10][C:11]([CH2:12][CH2:13][Cl:14])=[O:15].[CH3:30][CH2:31][O:32][C:33](=[O:34])[CH3:35].[CH3:36][N:37]([CH3:38])[CH:39]=[O:40].[K+:20].[K+:21].[OH:22][c:23]1[cH:24][cH:25][c:26]([I:27])[cH:28][cH:29]1>>[CH3:1][O:2][C:3](=[O:4])[c:5]1[cH:6][s:7][cH:8][c:9]1[NH:10][C:11]([CH2:12][O:22][c:23]1[cH:24][cH:25][c:26]([I:27])[cH:28][cH:29]1)=[O:15]. Starting materials: CC(C)C[Al+]CC(C)C, Cl, [H-], C1CCOC1, COC(=O)CCc1cnoc1-c1ccccc1. The product is OCCCc1cnoc1-c1ccccc1. Reaction SMILES: [CH2:19]([Al+:20][CH2:21][CH:22]([CH3:23])[CH3:24])[CH:25]([CH3:26])[CH3:27].[ClH:28].[H-:18].[O:29]1[CH2:30][CH2:31][CH2:32][CH2:33]1.[c:1]1(-[c:7]2[c:8]([CH2:12][CH2:13][C:14](=[O:15])[O:16][CH3:17])[cH:9][n:10][o:11]2)[cH:2][cH:3][cH:4][cH:5][cH:6]1>>[c:1]1(-[c:7]2[c:8]([CH2:12][CH2:13][CH2:14][OH:15])[cH:9][n:10][o:11]2)[cH:2][cH:3][cH:4][cH:5][cH:6]1. Starting materials: ClC(Cl)Cl, O=C(OO)c1cccc(Cl)c1, [O-][n+]1cc(Cl)ccc1SCc1c(Cl)cccc1Cl. The product is O=S(Cc1c(Cl)cccc1Cl)c1ccc(Cl)c[n+]1[O-]. Reaction SMILES: [CH:30]([Cl:31])([Cl:32])[Cl:33].[Cl:19][c:20]1[cH:21][cH:22][cH:23][c:24]([C:25]([O:26][OH:28])=[O:27])[cH:29]1.[Cl:1][c:2]1[cH:3][cH:4][c:5]([S:9][CH2:10][c:11]2[c:12]([Cl:18])[cH:13][cH:14][cH:15][c:16]2[Cl:17])[n+:6]([O-:8])[cH:7]1>>[Cl:1][c:2]1[cH:3][cH:4][c:5]([S:9]([CH2:10][c:11]2[c:12]([Cl:18])[cH:13][cH:14][cH:15][c:16]2[Cl:17])=[O:27])[n+:6]([O-:8])[cH:7]1.